From a dataset of the Open Reaction Database (ORD), a public repository of structured organic reaction records. describe an organic reaction: reactants, conditions, products, and yield Starting materials: ClCC1=NN(C=C1C)C (3-chloromethyl-1,4-dimethyl-1H-pyrazole), C(C)N (ethylamine). Solvent: C1CCOC1 (THF). The product is CN1N=C(C(=C1)C)CNCC ((1,4-dimethyl-1H-pyrazol-3-ylmethyl)-ethyl-amine). As a reaction SMILES: Cl[CH2:2][C:3]1[C:7]([CH3:8])=[CH:6][N:5]([CH3:9])[N:4]=1.[CH2:10]([NH2:12])[CH3:11]>C1COCC1>[CH3:9][N:5]1[CH:6]=[C:7]([CH3:8])[C:3]([CH2:2][NH:12][CH2:10][CH3:11])=[N:4]1. Procedure: prepared by reaction of 3-chloromethyl-1,4-dimethyl-1H-pyrazole (Calderwood E. F. et al Synth. Commun. 2004, 34, 19, 3455-3464) with 2M ethylamine in THF. RXN SMILES: [CH2:1]([c:2]1[cH:3][cH:4][cH:5][cH:6][cH:7]1)[n:8]1[n:9][c:10](-[c:26]2[c:27]([F:33])[cH:28][cH:29][c:30]([F:32])[cH:31]2)[n:11][c:12]1[CH:13]([C:14]([CH3:15])([CH3:16])[CH3:17])[NH:18][C:19](=[O:20])[O:21][C:22]([CH3:23])([CH3:24])[CH3:25].[Cl:41][CH2:42][Cl:43].[F:34][C:35]([F:36])([F:37])[C:38]([OH:39])=[O:40]>>[CH2:1]([c:2]1[cH:3][cH:4][cH:5][cH:6][cH:7]1)[n:8]1[n:9][c:10](-[c:26]2[c:27]([F:33])[cH:28][cH:29][c:30]([F:32])[cH:31]2)[n:11][c:12]1[CH:13]([C:14]([CH3:15])([CH3:16])[CH3:17])[NH2:18]. Starting materials: CC(C)(C)OC(=O)NC(c1nc(-c2cc(F)ccc2F)nn1Cc1ccccc1)C(C)(C)C, ClCCl, O=C(O)C(F)(F)F. Yields the product CC(C)(C)C(N)c1nc(-c2cc(F)ccc2F)nn1Cc1ccccc1. The reactants are CC(C)(C)c1cccc(C(C)(C)C)n1, O=C([O-])[O-], CCOC(=O)C(C)(C)Oc1ccc(SC(C)=O)cc1C, CC(C)(CO)CC#Cc1ccc(OC(F)(F)F)cc1, CC#N, CO, ClCCl, [Cs+], [Cs+], O=S(=O)(OS(=O)(=O)C(F)(F)F)C(F)(F)F. The product is CCOC(=O)C(C)(C)Oc1ccc(SCC(C)(C)CC#Cc2ccc(OC(F)(F)F)cc2)cc1C. RXN SMILES: [C:20]([c:21]1[cH:22][cH:23][cH:24][c:25]([C:26]([CH3:27])([CH3:28])[CH3:29])[n:30]1)([CH3:31])([CH3:32])[CH3:33].[C:69](=[O:70])([O-:71])[O-:72].[CH2:49]([CH3:50])[O:51][C:52]([C:53]([CH3:54])([CH3:55])[O:56][c:57]1[c:58]([CH3:67])[cH:59][c:60]([S:63][C:64](=[O:65])[CH3:66])[cH:61][cH:62]1)=[O:68].[CH3:1][C:2]([CH2:3][OH:4])([CH2:5][C:6]#[C:7][c:8]1[cH:9][cH:10][c:11]([O:14][C:15]([F:16])([F:17])[F:18])[cH:12][cH:13]1)[CH3:19].[CH3:78][C:79]#[N:80].[CH3:81][OH:82].[Cl:75][CH2:76][Cl:77].[Cs+:73].[Cs+:74].[F:34][C:35]([S:36]([O:37][S:38]([C:39]([F:40])([F:41])[F:42])(=[O:43])=[O:44])(=[O:45])=[O:46])([F:47])[F:48]>>[CH3:1][C:2]([CH2:3][S:63][c:60]1[cH:59][c:58]([CH3:67])[c:57]([O:56][C:53]([C:52]([O:51][CH2:49][CH3:50])=[O:68])([CH3:54])[CH3:55])[cH:62][cH:61]1)([CH2:5][C:6]#[C:7][c:8]1[cH:9][cH:10][c:11]([O:14][C:15]([F:16])([F:17])[F:18])[cH:12][cH:13]1)[CH3:19]. Starting materials: FC1=C(C(=C(C(=C1F)F)F)C(=O)OC)C(=O)OC (3,4,5,6-Tetrafluoro-1,2-benzenedicarboxylic acid, dimethyl ester), CS(=O)C (dimethylsulfoxide), C(C)(C)(CC)N (tertiary-pentylamine). The solvent is O (water). Run at time 3 hour. The product is CC(CC)(C)NC=1C(=C(C(=C(C1F)F)C(=O)OC)C(=O)OC)F (4-[(1,1-dimethylpropyl)amino]-3,5,6-trifluoro-1,2-benzenedicarboxylic acid, dimethyl ester). As a reaction SMILES: [F:1][C:2]1[C:7](F)=[C:6]([F:9])[C:5]([F:10])=[C:4]([C:11]([O:13][CH3:14])=[O:12])[C:3]=1[C:15]([O:17][CH3:18])=[O:16].CS(C)=O.[C:23]([NH2:28])([CH2:26][CH3:27])([CH3:25])[CH3:24]>O>[CH3:24][C:23]([NH:28][C:7]1[C:2]([F:1])=[C:3]([C:15]([O:17][CH3:18])=[O:16])[C:4]([C:11]([O:13][CH3:14])=[O:12])=[C:5]([F:10])[C:6]=1[F:9])([CH3:25])[CH2:26][CH3:27]. Procedure details: 3,4,5,6-Tetrafluoro-1,2-benzenedicarboxylic acid, dimethyl ester (Example 1), 2.66 g, is treated with 8 g of dimethylsulfoxide and the mixture is warmed to dissolve the solid. The solution is cooled in an ice bath and 2.65 g of tertiary-pentylamine is added. The resulting solution is then stirred at room temperature for three hours, 50 ml of water added, and the solution extracted with heptanes (2×30 ml). The combined heptane extract is extracted with a 5% aqueous solution of hydrochloric acid (... Reactants: CC(CCC1C(CCCC1(C)C)C)N(C)C ([1-methyl-3-(2,6,6-trimethylcyclohexyl)propyl]dimethylamine), C(C#C)Br (propargylbromide), CO (methanol), [I-].[K+] (potassium iodide). The solvent is O (water), O (water). Product: [I-].CC(CCC1C(CCCC1(C)C)C)[N+](CC#C)(C)C ([1-methyl-3-(2,6,6-trimethylcyclohexyl)propyl]dimethylpropargylammonium iodide). RXN SMILES: [CH3:1][CH:2]([N:14]([CH3:16])[CH3:15])[CH2:3][CH2:4][CH:5]1[C:10]([CH3:12])([CH3:11])[CH2:9][CH2:8][CH2:7][CH:6]1[CH3:13].[CH2:17](Br)[C:18]#C.[I-:21].[K+].[CH3:23]O>O>[I-:21].[CH3:1][CH:2]([N+:14]([CH3:23])([CH3:15])[CH2:16][C:17]#[CH:18])[CH2:3][CH2:4][CH:5]1[C:10]([CH3:11])([CH3:12])[CH2:9][CH2:8][CH2:7][CH:6]1[CH3:13] |f:2.3,6.7|. Procedure: A solution of [1-methyl-3-(2,6,6-trimethylcyclohexyl)propyl]dimethylamine (3.0 g) and propargylbromide (3.0 g) in methanol (20 cc) was refluxed for 1 hour, and thereto was added a solution of potassium iodide (4.5 g) in water (15 cc). After shaking the mixture, water (50 cc) was added thereto, and the aqueous solution was extracted with chloroform, The chloroform layer was washed with water, dried and concentrated to dryness. The residue was recrystallized from a mixed solvent of ethanol and eth... The product is CC1(C2=C(N(CCC1)C(C)=O)C=C(C=C2)[N+](=O)[O-])C (1-(5,5-Dimethyl-8-nitro-2,3,4,5-tetrahydro-benzo[b]azepin-1-yl)-ethanone). Reaction conditions: time 17 hour. As a reaction SMILES: [CH3:1][C:2]1([CH3:16])[CH2:8][CH2:7][CH2:6][NH:5][C:4]2[CH:9]=[C:10]([N+:13]([O-:15])=[O:14])[CH:11]=[CH:12][C:3]1=2.[C:17](OC(=O)C)(=[O:19])[CH3:18]>C(#N)C>[CH3:1][C:2]1([CH3:16])[CH2:8][CH2:7][CH2:6][N:5]([C:17](=[O:19])[CH3:18])[C:4]2[CH:9]=[C:10]([N+:13]([O-:15])=[O:14])[CH:11]=[CH:12][C:3]1=2. Isolated yield 61.0%. The reactants are CC1(C2=C(NCCC1)C=C(C=C2)[N+](=O)[O-])C (5,5-Dimethyl-8-nitro-2,3,4,5-tetrahydro-1H-benzo[b]azepine), C(C)(=O)OC(C)=O (acetic anhydride). Procedure details: 5,5-Dimethyl-8-nitro-2,3,4,5-tetrahydro-1H-benzo[b]azepine (0.874 g, 0.00397 mol), acetic anhydride (8.418 mL) and acetonitrile (10 mL) were combined in a round bottom flask. The mixture was stirred at room temp for 17 hours and then heated at 60° C. for 2 days. The mixture was concentrated under reduced pressure, then purified by normal phase chromatography eluting with 10% to 50% ethyl acetate in hexane to yield a yellow oil, 1-(5,5-Dimethyl-8-nitro-2,3,4,5-tetrahydro-benzo[b]azepin-1-yl)-etha... Run in C(C)#N (acetonitrile). Reactants: BrN1C(CCC1=O)=O (N-bromosuccinimide), CC=1N=C(SC1)NC(C)=O (N-(4-Methyl-thiazol-2-yl)-acetamide), O (water). The solvent is C(C)(=O)O (acetic acid). Product: BrC1=C(N=C(S1)NC(C)=O)C (N-(5-bromo-4-methyl-thiazol-2-yl)-acetamide). As a reaction SMILES: [CH3:1][C:2]1[N:3]=[C:4]([NH:7][C:8](=[O:10])[CH3:9])[S:5][CH:6]=1.[Br:11]N1C(=O)CCC1=O.O>C(O)(=O)C>[Br:11][C:6]1[S:5][C:4]([NH:7][C:8](=[O:10])[CH3:9])=[N:3][C:2]=1[CH3:1]. Procedure details: N-(4-Methyl-thiazol-2-yl)-acetamide (Example 17a) (4.0 g, 25.6 mmol) is dissolved in glacial acetic acid (100 ml) at room temperature. This solution is then treated portionwise with N-bromosuccinimide (4.6 g, 25.6 mmol). After 48 hours the reaction mixture is poured into water (1000 ml) and extracted with ethyl acetate (3×250 ml). The combined organic layers are washed with water (200 ml), brine (200 ml), dried over MgSO4, filtered and concentrated in vacuo. The residue is dissolved in toluene (... Reactants: C(C=CC1=CC=CC=C1)(=O)N (Cinnamamide), ClCC(C)=O (chloroacetone), C(=O)([O-])[O-].[K+].[K+] (K2CO3). Conditions: temperature 120 celsius, time 16 hour. Product: CC=1N=C(OC1)\C=C\C1=CC=CC=C1 (4-methyl-2-[(E)-2-phenylethenyl]-1,3-oxazole). The yield is 1.8%. RXN SMILES: [C:1]([NH2:11])(=[O:10])[CH:2]=[CH:3][C:4]1[CH:9]=[CH:8][CH:7]=[CH:6][CH:5]=1.Cl[CH2:13][C:14](=O)[CH3:15].C([O-])([O-])=O.[K+].[K+]>>[CH3:15][C:14]1[N:11]=[C:1](/[CH:2]=[CH:3]/[C:4]2[CH:5]=[CH:6][CH:7]=[CH:8][CH:9]=2)[O:10][CH:13]=1 |f:2.3.4|. Reported procedure: Cinnamamide (2.0 g, 14 mmol), chloroacetone (0.93 mL, 16 mmol), and K2CO3 (940 mg, 6.8 mmol) were combined under argon and the mixture was heated in a 120° C. oil bath. The reaction mixture solidified and stirring stopped upon heating. After 16 h, the cooled reaction mixture was quenched by the addition of water (20 mL) and then diluted with ethyl acetate (100 mL). The organic phase was dried over Na2SO4, filtered, and concentrated in vacuo. The crude product was purified by column chromatograph... Starting materials: C(CCOCCOCCOCCC(=O)OCC)(=O)OCC (Diethyl 4,7,10-trioxatridecane-1,13-dioate), [H-].[Al+3].[Li+].[H-].[H-].[H-] (lithium aluminum hydride). The solvent is C1CCOC1 (THF), O1CCCC1 (tetrahydrofuran). Yields the product OCCCOCCOCCOCCCO (1,13-dihydroxy-4,7,10-trioxatridecane). As a reaction SMILES: [C:1](OCC)(=[O:18])[CH2:2][CH2:3][O:4][CH2:5][CH2:6][O:7][CH2:8][CH2:9][O:10][CH2:11][CH2:12][C:13](OCC)=[O:14].[H-].[Al+3].[Li+].[H-].[H-].[H-]>O1CCCC1>[OH:14][CH2:13][CH2:12][CH2:11][O:10][CH2:9][CH2:8][O:7][CH2:6][CH2:5][O:4][CH2:3][CH2:2][CH2:1][OH:18] |f:1.2.3.4.5.6|. Reported procedure: Prepared exactly as described, using tetrahydrofuran as solvent. (1.7 g, 5.5 mmol 14, 50 mL distilled [CaHz] THF, 0.66 g, 16.5 mmol lithium aluminum hydride). Once addition was complete, excess LAH was quenched with ethanol, and the salts precipitated by dropwise addition of saturated sodium sulfate solution until a white precipitate formed. The solvent was removed, the precipitate washed 6×30 mL with THF and the combined organic extracts were evaporated to yield an oil. Final product is purifie... The reactants are O=C(Oc1ccc([N+](=O)[O-])cc1)c1ccc(OC(F)F)c2nc(N3CCC3)oc12, Cn1ncc(C#N)c1N. Yields the product Cn1ncc(C#N)c1NC(=O)c1ccc(OC(F)F)c2nc(N3CCC3)oc12. Reaction SMILES: [N+:1]([c:2]1[cH:3][cH:4][c:5]([O:10][C:11](=[O:6])[c:13]2[cH:14][cH:15][c:16]([O:26][CH:27]([F:28])[F:29])[c:17]3[n:18][c:19]([N:22]4[CH2:23][CH2:24][CH2:25]4)[o:20][c:21]23)[cH:7][cH:8]1)([O-:9])=[O:12].[NH2:30][c:31]1[c:32]([C:37]#[N:38])[cH:33][n:34][n:35]1[CH3:36]>>[O:10]=[C:11]([c:13]1[cH:14][cH:15][c:16]([O:26][CH:27]([F:28])[F:29])[c:17]2[n:18][c:19]([N:22]3[CH2:23][CH2:24][CH2:25]3)[o:20][c:21]12)[NH:30][c:31]1[c:32]([C:37]#[N:38])[cH:33][n:34][n:35]1[CH3:36].